Dataset: the Open Reaction Database (ORD), a public repository of structured organic reaction records. Task: describe an organic reaction: reactants, conditions, products, and yield Reaction conditions: time 30 minute. Run in CN(C=O)C (dimethylformamide). The product is COC=1C=C(C=CC1OC)C1=NN(C([C@H]2CCCC[C@@H]12)=O)C ((cis)-4-(3,4-Dimethoxyphenyl)-2-methyl-4a,5,6,7,8,8a-hexahydro-2H-phthalazin-1-one). Starting materials: IC (iodomethane), suspension, [H-].[Na+] (sodium hydride), COC=1C=C(C=CC1OC)C1=NNC([C@H]2CCCC[C@@H]12)=O ((cis)-4-(3,4-Dimethoxyphenyl)-4a,5,6,7,8,8a-hexahydro-2H-phthalazin-1-one). Reported procedure: 6 mmol of a 60% suspension of sodium hydride in mineral oil was added to a suspension of 5 mmol of compound 1 in about 40 ml of dimethylformamide, under a flow of nitrogen at room temperature. After stirring this mixture for 30 minutes, 7 mmol of iodomethane was added and the resulting mixture was stirred for another 4 hours, after which the solvent was evaporated. The residue was partitioned between ethyl acetate and water, the organic layer was dried over magnesium sulfate and evaporated. The ... RXN SMILES: [H-].[Na+].[CH3:3][O:4][C:5]1[CH:6]=[C:7]([C:13]2[C@H:22]3[C@H:17]([CH2:18][CH2:19][CH2:20][CH2:21]3)[C:16](=[O:23])[NH:15][N:14]=2)[CH:8]=[CH:9][C:10]=1[O:11][CH3:12].I[CH3:25]>CN(C)C=O>[CH3:3][O:4][C:5]1[CH:6]=[C:7]([C:13]2[C@H:22]3[C@H:17]([CH2:18][CH2:19][CH2:20][CH2:21]3)[C:16](=[O:23])[N:15]([CH3:25])[N:14]=2)[CH:8]=[CH:9][C:10]=1[O:11][CH3:12] |f:0.1|.